This data is from the Open Reaction Database (ORD), a public repository of structured organic reaction records. The task is: describe an organic reaction: reactants, conditions, products, and yield Starting materials: C([O-])([O-])=O.[K+].[K+] (potassium carbonate), ICC (iodoethane), OC1=C(C(=O)NC2=CC=C(C=C2)OC(C)C)C=C(C=C1)S(=O)(=O)N1CCCCC1 (2-Hydroxy-N-(4-isopropoxyphenyl)-5-(piperidin-1-ylsulfonyl)benzamide). The solvent is CN(C)C=O (DMF). Conditions: time 18 hour. Yields the product C(C)OC1=C(C(=O)NC2=CC=C(C=C2)OC(C)C)C=C(C=C1)S(=O)(=O)N1CCCCC1 (2-Ethoxy-N-(4-isopropoxyphenyl)-5-(piperidin-1-ylsulfonyl)benzamide). Isolated yield 78.0%. As a reaction SMILES: [OH:1][C:2]1[CH:20]=[CH:19][C:18]([S:21]([N:24]2[CH2:29][CH2:28][CH2:27][CH2:26][CH2:25]2)(=[O:23])=[O:22])=[CH:17][C:3]=1[C:4]([NH:6][C:7]1[CH:12]=[CH:11][C:10]([O:13][CH:14]([CH3:16])[CH3:15])=[CH:9][CH:8]=1)=[O:5].C(=O)([O-])[O-].[K+].[K+].I[CH2:37][CH3:38]>CN(C=O)C>[CH2:37]([O:1][C:2]1[CH:20]=[CH:19][C:18]([S:21]([N:24]2[CH2:29][CH2:28][CH2:27][CH2:26][CH2:25]2)(=[O:23])=[O:22])=[CH:17][C:3]=1[C:4]([NH:6][C:7]1[CH:12]=[CH:11][C:10]([O:13][CH:14]([CH3:16])[CH3:15])=[CH:9][CH:8]=1)=[O:5])[CH3:38] |f:1.2.3|. Procedure: The compound (30 mg) obtained in Example 151 was dissolved in DMF (0.50 mL), then potassium carbonate (30 mg) and iodoethane (0.030 mL) were added thereto in that order, and stirred at room temperature for 18 hours. This was purified through reversed-phase HPLC (0.1% TFA acetonitrile/H2O=from 10% to 95%, gradient) to give the entitled compound (25 mg, 78%) as a colorless solid. The reactants are C(C)(C)(C)OC(=O)N1C(=NC2=C1C=CC=C2)CNC2CCCC=1C=CC=NC21 ((1-tert-butoxycarbonyl-1H-Benzimidazol-2-ylmethyl)-(5,6,7,8-tetrahydro-quinolin-8-yl)-amine), C(C)(C)N(C(C)C)CC (N,N-diisopropylethylamine), resultant mixture, BrCC1=CC=C(C=C1)C1=C(C=CC=C1)C#N (4′-bromomethyl-2-cyanobiphenyl). Solvent: CC#N (CH3CN). Yields the product NCC1=C(C=CC=C1)C1=CC=C(C=C1)CN(C1CCCC=2C=CC=NC12)CC1=NC2=C(N1)C=CC=C2 ((2′-Aminomethyl-biphenyl-4-ylmethyl)-(1H-benzimidazol-2-ylmethyl)-(5,6,7,8-tetrahydro-quinolin-8-yl)-amine). The yield is 32.7%. Reaction SMILES: C(OC([N:8]1[C:12]2[CH:13]=[CH:14][CH:15]=[CH:16][C:11]=2[N:10]=[C:9]1[CH2:17][NH:18][CH:19]1[C:28]2[N:27]=[CH:26][CH:25]=[CH:24][C:23]=2[CH2:22][CH2:21][CH2:20]1)=O)(C)(C)C.C(N(CC)C(C)C)(C)C.Br[CH2:39][C:40]1[CH:45]=[CH:44][C:43]([C:46]2[CH:51]=[CH:50][CH:49]=[CH:48][C:47]=2[C:52]#[N:53])=[CH:42][CH:41]=1>CC#N>[NH2:53][CH2:52][C:47]1[CH:48]=[CH:49][CH:50]=[CH:51][C:46]=1[C:43]1[CH:44]=[CH:45][C:40]([CH2:39][N:18]([CH2:17][C:9]2[NH:8][C:12]3[CH:13]=[CH:14][CH:15]=[CH:16][C:11]=3[N:10]=2)[CH:19]2[C:28]3[N:27]=[CH:26][CH:25]=[CH:24][C:23]=3[CH2:22][CH2:21][CH2:20]2)=[CH:41][CH:42]=1. Reported procedure: Using the general alkylation procedure: To a solution of (1-tert-butoxycarbonyl-1H-Benzimidazol-2-ylmethyl)-(5,6,7,8-tetrahydro-quinolin-8-yl)-amine (0.194 g, 0.51 mmol) in CH3CN (5 mL) was added N,N-diisopropylethylamine (0.30 mL, 1.72 mmol) followed by 4′-bromomethyl-2-cyanobiphenyl (0.303 g, 1.11 mmol) and the resultant mixture heated to 60° C. for 25 h. Purification of the crude material by column chromatography on silica gel (10:1:1 CH2Cl2—CH3OH—NH4OH) followed by radial chromatography on s... The product is c1ccc(NCc2cccnc2)cc1. As a reaction SMILES: [C:1](#[N:2])[c:3]1[cH:4][n:5][cH:6][cH:7][cH:8]1.[H:16][H:17].[NH2:9][c:10]1[cH:11][cH:12][cH:13][cH:14][cH:15]1.[Rh:18]>>[CH2:1]([NH:2][c:10]1[cH:11][cH:12][cH:13][cH:14][cH:15]1)[c:3]1[cH:4][n:5][cH:6][cH:7][cH:8]1. Starting materials: N#Cc1cccnc1, [H][H], Nc1ccccc1, [Rh]. Starting materials: Brc1cccc(C2OCCO2)c1, [Li]CCCC, CCCCCC, O=Cc1ccccc1, C1CCOC1. The product is OC(c1ccccc1)c1cccc(C2OCCO2)c1. RXN SMILES: [Br:1][c:2]1[cH:3][c:4]([CH:8]2[O:9][CH2:10][CH2:11][O:12]2)[cH:5][cH:6][cH:7]1.[CH2:13]([Li:14])[CH2:15][CH2:16][CH3:17].[CH3:18][CH2:19][CH2:20][CH2:21][CH2:22][CH3:23].[CH:24](=[O:25])[c:26]1[cH:27][cH:28][cH:29][cH:30][cH:31]1.[O:32]1[CH2:33][CH2:34][CH2:35][CH2:36]1>>[c:2]1([CH:24]([OH:25])[c:26]2[cH:27][cH:28][cH:29][cH:30][cH:31]2)[cH:3][c:4]([CH:8]2[O:9][CH2:10][CH2:11][O:12]2)[cH:5][cH:6][cH:7]1.